The task is: describe an organic reaction: reactants, conditions, products, and yield. This data is from the Open Reaction Database (ORD), a public repository of structured organic reaction records. Reactants: C(C)OC(=O)NC1=C(C(=O)OCC)C(=CC=C1)C (ethyl 2-ethoxycarbonylamino-6-methylbenzoate), BrN1C(CCC1=O)=O (N-bromosuccinimide). Reagents/catalysts: N(=NC(C#N)(C)C)C(C#N)(C)C (AIBN). Run in C(Cl)(Cl)(Cl)Cl (carbon tetrachloride). Product: C(C)OC(=O)NC1=C(C(=O)OCC)C(=CC=C1)CBr (ethyl 2-ethoxycarbonylamino-6-bromomethylbenzoate). Yield: 73.9%. RXN SMILES: [CH2:1]([O:3][C:4]([NH:6][C:7]1[CH:17]=[CH:16][CH:15]=[C:14]([CH3:18])[C:8]=1[C:9]([O:11][CH2:12][CH3:13])=[O:10])=[O:5])[CH3:2].[Br:19]N1C(=O)CCC1=O>C(Cl)(Cl)(Cl)Cl.N(C(C)(C)C#N)=NC(C)(C)C#N>[CH2:1]([O:3][C:4]([NH:6][C:7]1[CH:17]=[CH:16][CH:15]=[C:14]([CH2:18][Br:19])[C:8]=1[C:9]([O:11][CH2:12][CH3:13])=[O:10])=[O:5])[CH3:2]. Procedure: A solution of ethyl 2-ethoxycarbonylamino-6-methylbenzoate (10 mmol, 2.513 g.), N-bromosuccinimide (11 mmol, 1.957 g.), and catalytic amount (100 mg) of AIBN (2,2'-azobisisobutyronitrile) in 50 ml carbon tetrachloride was refluxed for 2 hours. The insoluble succinimide was removed by filtration. The filtrate was washed with saturated NaHCO3 solution (25 ml), water (30 ml), dried over MgSO4, and filtered. The filtrate was evaporated to dryness and trituated with petroleum ether to afford 2.44 g (...